Dataset: the Open Reaction Database (ORD), a public repository of structured organic reaction records. Task: describe an organic reaction: reactants, conditions, products, and yield The reactants are COC(\C=C(\C)/NC1=CC=C(C=C1)OCC)=O (Z-3-(4-ethoxyphenylamino)-but-2-enoic acid methylester), C(C1=CC=CC=C1)#N (benzonitrile). The reagents and catalysts are CC(=O)[O-].CC(=O)[O-].[Cu+2] (Cu(OAc)2). Product: COC(=O)C=1C(=NN(C1C)C1=CC=C(C=C1)OCC)C1=CC=CC=C1 (1-(4-ethoxyphenyl)-5-methyl-3-phenyl-1H-pyrazole-4-carboxylic acid methylester), solid. Yield: 87.0%. RXN SMILES: [CH3:1][O:2][C:3](=[O:17])/[CH:4]=[C:5](\[NH:7][C:8]1[CH:13]=[CH:12][C:11]([O:14][CH2:15][CH3:16])=[CH:10][CH:9]=1)/[CH3:6].[C:18](#[N:25])[C:19]1[CH:24]=[CH:23][CH:22]=[CH:21][CH:20]=1>CC([O-])=O.CC([O-])=O.[Cu+2]>[CH3:1][O:2][C:3]([C:4]1[C:18]([C:19]2[CH:24]=[CH:23][CH:22]=[CH:21][CH:20]=2)=[N:25][N:7]([C:8]2[CH:9]=[CH:10][C:11]([O:14][CH2:15][CH3:16])=[CH:12][CH:13]=2)[C:5]=1[CH3:6])=[O:17] |f:2.3.4|. Reported procedure: According to AVV A, (Z-3-(4-ethoxyphenylamino)-but-2-enoic acid methylester (235.3 mg, 1.0 mmol, 1.0 equiv.) was stirred with Cu(OAc)2 (544.9 mg, 3.0 mmol, 3.0 equiv.) into benzonitrile (3.0 ml, 29.4 mmol, 29.4 equiv.) for 14 hours at 120° C. The olive-green oily raw product (490.3 mg) was purified by means of column chromatography (silica gel (50 g), pentane/EtOAc 95:5→0:100). The desired product was obtained in the form of a white solid (291.0 mg, 0.87 mmol, 87%). The reactants are [OH-].[Na+] (sodium hydroxide), FC=1C=CC(=C(C=O)C1)OC (5-fluoro-2-methoxybenzaldehyde), [Mn](=O)(=O)(=O)[O-].[K+] (potassium permanganate). Run in CC(=O)C (acetone), O (water). Product: FC=1C=CC(=C(C(=O)O)C1)OC (5-fluoro-2-methoxybenzoic acid). The yield is 59.8%. RXN SMILES: [F:1][C:2]1[CH:3]=[CH:4][C:5]([O:10][CH3:11])=[C:6]([CH:9]=1)[CH:7]=[O:8].[Mn]([O-])(=O)(=O)=[O:13].[K+].[OH-].[Na+]>CC(C)=O.O>[F:1][C:2]1[CH:3]=[CH:4][C:5]([O:10][CH3:11])=[C:6]([CH:9]=1)[C:7]([OH:13])=[O:8] |f:1.2,3.4|. Procedure: To a solution of 5-fluoro-2-methoxybenzaldehyde (1 g) in acetone (4 mL) was added a solution of potassium permanganate (1.54 g) in water (16 mL), and the mixture was heated for reflux for 4 hours. The reaction mixture was cooled to room temperature. To the mixture was added 2 mol/L aqueous sodium hydroxide solution (5.2 mL), and the insoluble material was removed by filtration. The filtrate was washed with ethyl acetate. The aqueous layer was acidified by addition of 2 mol/L hydrochloric acid, a... Starting materials: COC(=O)C=1N(C=C(C1)C1=C(C(=CC=C1)N1C(C2=CC=C(C=C2C=N1)C(C)(C)C)=O)COC(C)=O)C(=O)OC(C)(C)C (4-[2-acetoxymethyl-3-(6-tert-butyl-1-oxo-1H-phthalazin-2-yl)-phenyl]-pyrrole-1,2-dicarboxylic acid 1-tert-butyl ester 2-methyl ester), [OH-].[Na+] (NaOH). Run in O1CCOCC1 (dioxane), O (water). Reaction conditions: time 20 hour. Yields the product C(C)(C)(C)C=1C=C2C=NN(C(C2=CC1)=O)C=1C(=C(C=CC1)C=1C=C(NC1)C(=O)O)CO (4-[3-(6-tert-butyl-1-oxo-1H-phthalazin-2-yl)-2-hydroxymethyl-phenyl]-1H-pyrrole-2-carboxylic acid). Isolated yield 98.8%. As a reaction SMILES: C[O:2][C:3]([C:5]1[N:6](C(OC(C)(C)C)=O)[CH:7]=[C:8]([C:10]2[CH:15]=[CH:14][CH:13]=[C:12]([N:16]3[N:25]=[CH:24][C:23]4[C:18](=[CH:19][CH:20]=[C:21]([C:26]([CH3:29])([CH3:28])[CH3:27])[CH:22]=4)[C:17]3=[O:30])[C:11]=2[CH2:31][O:32]C(=O)C)[CH:9]=1)=[O:4].[OH-].[Na+]>O1CCOCC1.O>[C:26]([C:21]1[CH:22]=[C:23]2[C:18](=[CH:19][CH:20]=1)[C:17](=[O:30])[N:16]([C:12]1[C:11]([CH2:31][OH:32])=[C:10]([C:8]3[CH:9]=[C:5]([C:3]([OH:4])=[O:2])[NH:6][CH:7]=3)[CH:15]=[CH:14][CH:13]=1)[N:25]=[CH:24]2)([CH3:29])([CH3:27])[CH3:28] |f:1.2|. Procedure: To a solution of 4-[2-acetoxymethyl-3-(6-tert-butyl-1-oxo-1H-phthalazin-2-yl)-phenyl]-pyrrole-1,2-dicarboxylic acid 1-tert-butyl ester 2-methyl ester (136 mg, 0.24 mmol) in 5 mL of dioxane and 5 mL of water was added NaOH (40 mg) and the reaction mixture was stirred at room temperature for 20 h. The mixture was concentrated under reduced pressure. The residue was dissolved in 8 mL of water, and acidified with 1 N HCl to pH 3-4. The mixture was extracted with ethyl acetate (5 mL×3). The combined ... Yield: 70.0%. The reactants are CN1C(C2(NC(C1)=O)CC1=CC=CC=C1CC2)=O (1'-methylspiro[tetralin-2,3'-piperazine]-2',5'-dione), [OH-].[K+] (potassium hydroxide), [H-].[Al+3].[Li+].[H-].[H-].[H-] (lithium aluminum hydride), [Cl-].[Al+3].[Cl-].[Cl-] (aluminum chloride). RXN SMILES: [H-].[Al+3].[Li+].[H-].[H-].[H-].[Cl-].[Al+3].[Cl-].[Cl-].[CH3:11][N:12]1[CH2:17][C:16](=O)[NH:15][C:14]2([CH2:27][CH2:26][C:25]3[C:20](=[CH:21][CH:22]=[CH:23][CH:24]=3)[CH2:19]2)[C:13]1=O.[OH-].[K+]>CCOCC>[CH3:11][N:12]1[CH2:17][CH2:16][NH:15][C:14]2([CH2:27][CH2:26][C:25]3[C:20](=[CH:21][CH:22]=[CH:23][CH:24]=3)[CH2:19]2)[CH2:13]1 |f:0.1.2.3.4.5,6.7.8.9,11.12|. Run in CCOCC (ether), CCOCC (ether). The product is CN1CC2(NCC1)CC1=CC=CC=C1CC2 (1'-Methylspiro[tetralin-2,3'-piperazine]). Procedure details: To a suspension of lithium aluminum hydride (114 mg, 3 mmol) and aluminum chloride (400 mg, 3 mmol) in ether (5 ml), a suspension of 1'-methylspiro[tetralin-2,3'-piperazine]-2',5'-dione (80 mg, 0.33 mmol) in ether (2 ml) was added, while the former was stirred under ice cooling conditions, followed by further stirring at room temperature for 10 minutes. After a 1N aqueous potassium hydroxide solution was added, the precipitate was filtered off. The filtrate was washed by sequential additions of ... Reactants: COC=1C=C(C=CC1OC)C(C(C)(C)Br)=O (3',4'-dimethoxy-2-bromoisobutyrophenone), [Br-].[Al+3].[Br-].[Br-] (aluminium bromide), ice, Cl (hydrochloric acid). The solvent is C1(=CC=CC=C1)C (toluene). The product is OC1=C(C=C(C=C1)C(C(C)(C)Br)=O)OC (4'-Hydroxy-3'-methoxy-2-bromoisobutyrophenone). The yield is 91.4%. RXN SMILES: [CH3:1][O:2][C:3]1[CH:4]=[C:5]([C:11](=[O:16])[C:12]([Br:15])([CH3:14])[CH3:13])[CH:6]=[CH:7][C:8]=1[O:9]C.[Br-].[Al+3].[Br-].[Br-].Cl>C1(C)C=CC=CC=1>[OH:9][C:8]1[CH:7]=[CH:6][C:5]([C:11](=[O:16])[C:12]([Br:15])([CH3:14])[CH3:13])=[CH:4][C:3]=1[O:2][CH3:1] |f:1.2.3.4|. Procedure: A solution of 3',4'-dimethoxy-2-bromoisobutyrophenone (11.5 g) and aluminium bromide (21.8 g) in toluene (220 ml) was refluxed for 15 min. After cooling the reaction mixture was poured into ice (300 g) and 1N hydrochloric acid (200 ml). The organic phase was separated and dried over Na2SO4. The solvent was evaporated in vacuo yielding a pale yellow oil (10.0 g). RXN SMILES: [C:38]([OH:39])(=[O:40])[CH3:41].[CH3:42][CH2:43][OH:44].[Na+:37].[O:1]=[S:2]1(=[O:35])[CH2:3][C:4]([CH2:27][CH2:28][CH2:29][CH3:30])([CH2:31][CH2:32][CH2:33][CH3:34])[CH2:5][N:6]([c:21]2[cH:22][cH:23][cH:24][cH:25][cH:26]2)[c:7]2[c:8]1[cH:9][c:10]([O:14][CH2:15][C:16](=[O:17])[O:18][CH2:19][CH3:20])[c:11]([Br:13])[cH:12]2.[OH-:36]>>[O:1]=[S:2]1(=[O:35])[CH2:3][C:4]([CH2:27][CH2:28][CH2:29][CH3:30])([CH2:31][CH2:32][CH2:33][CH3:34])[CH2:5][N:6]([c:21]2[cH:22][cH:23][cH:24][cH:25][cH:26]2)[c:7]2[c:8]1[cH:9][c:10]([O:14][CH2:15][C:16](=[O:17])[OH:18])[c:11]([Br:13])[cH:12]2. The reactants are CC(=O)O, CCO, [Na+], CCCCC1(CCCC)CN(c2ccccc2)c2cc(Br)c(OCC(=O)OCC)cc2S(=O)(=O)C1, [OH-]. Yields the product CCCCC1(CCCC)CN(c2ccccc2)c2cc(Br)c(OCC(=O)O)cc2S(=O)(=O)C1. Starting materials: O=C([O-])[O-], CCOC(=O)c1ncc2[nH]c3ccc(C(=O)O)cc3c2c1COC, CCO, [Cs+], [Cs+], O. Yields the product CCOC(=O)c1ncc2[nH]c3ccc(C(=O)OC)cc3c2c1COC. As a reaction SMILES: [C:25](=[O:26])([O-:27])[O-:28].[CH2:1]([CH3:2])[O:3][C:4](=[O:5])[c:6]1[n:7][cH:8][c:9]2[nH:10][c:11]3[cH:12][cH:13][c:14]([C:22](=[O:23])[OH:24])[cH:15][c:16]3[c:17]2[c:18]1[CH2:19][O:20][CH3:21].[CH3:31][CH2:32][OH:33].[Cs+:29].[Cs+:30].[OH2:34]>>[CH2:1]([CH3:2])[O:3][C:4](=[O:5])[c:6]1[n:7][cH:8][c:9]2[nH:10][c:11]3[cH:12][cH:13][c:14]([C:22](=[O:23])[O:24][CH3:25])[cH:15][c:16]3[c:17]2[c:18]1[CH2:19][O:20][CH3:21]. Reactants: OC1=C(\C=N/[C@H]2[C@H]3SCC(=C(N3C2=O)C(=O)OCC2=CC=C(C=C2)OC)C=C)C=CC=C1 ((6R,7R)-4-methoxybenzyl 7-((Z)-(2-hydroxybenzylidene)amino)-8-oxo-3-vinyl-5-thia-1-azabicyclo[4.2.0]oct-2-ene-2-carboxylate), O (water), Schiff base, CS(=O)(=O)OC(\C(=N/OCC(=O)OC(C)(C)C)\C=1N=C(SC1)N)=O ((Z)-2-(2-aminothiazol-4-yl)-2-((2-(tert-butoxy)-2-oxoethoxy)imino)acetic methanesulfonic anhydride), ClCCl (dichloromethane). Run in C(C)(C)(C)OC (methyl tertiary butyl ether). Conditions: time 3 hour. The product is NC=1SC=C(N1)/C(/C(=O)N[C@H]1[C@H]2SCC(=C(N2C1=O)C(=O)O)C=C)=N/OCC(=O)O ((6R,7R)-7-((Z)-2-(2-aminothiazol-4-yl)-2-((carboxymethoxy)imino)acetamido)-8-oxo-3-vinyl-5-thia-1-azabicyclo[4.2.0]oct-2-ene-2-carboxylic acid). Reaction SMILES: OC1C=CC=CC=1/C=[N:5]\[C@@H:6]1[C:13](=[O:14])[N:12]2[C@@H:7]1[S:8][CH2:9][C:10]([CH:27]=[CH2:28])=[C:11]2[C:15]([O:17]CC1C=CC(OC)=CC=1)=[O:16].O.CS(O[C:39](=[O:57])/[C:40](/[C:51]1[N:52]=[C:53]([NH2:56])[S:54][CH:55]=1)=[N:41]\[O:42][CH2:43][C:44]([O:46]C(C)(C)C)=[O:45])(=O)=O.ClCCl>C(OC)(C)(C)C>[NH2:56][C:53]1[S:54][CH:55]=[C:51](/[C:40](=[N:41]/[O:42][CH2:43][C:44]([OH:46])=[O:45])/[C:39]([NH:5][C@@H:6]2[C:13](=[O:14])[N:12]3[C@@H:7]2[S:8][CH2:9][C:10]([CH:27]=[CH2:28])=[C:11]3[C:15]([OH:17])=[O:16])=[O:57])[N:52]=1. Procedure details: A reactor is charged with (6R,7R)-4-methoxybenzyl 7-((Z)-(2-hydroxybenzylidene)amino)-8-oxo-3-vinyl-5-thia-1-azabicyclo[4.2.0]oct-2-ene-2-carboxylate (1 eq), water (6-9 weight % relative to the Schiff base), (Z)-2-(2-aminothiazol-4-yl)-2-((2-(tert-butoxy)-2-oxoethoxy)imino)acetic methanesulfonic anhydride (2.5 eq) and dichloromethane (1.75 mL per gram of Schiff base). The mixture is stirred for three hours at room temperature, then added to methyl tertiary butyl ether over the course of 2-3 hour... Reactants: NC=1N(C(C(N1)(C1=CC(=CC=C1)O)C1=CC=C(C=C1)OC(F)F)=O)C (2-amino-4-(4-(difluoromethoxy)phenyl)-4-(3-hydroxyphenyl)-1-methyl-1H-imidazol-5(4H)-one), C(CC=C)O (but-3-en-1-ol), C1=CC=C(C=C1)P(C2=CC=CC=C2)C3=CC=CC=C3 (PPh3), CCOC(=O)/N=N/C(=O)OCC (diethylazodicarboxylate). Run in C1CCOC1 (THF), C1CCOC1 (THF). Conditions: temperature 60 celsius, time 4 hour. Yields the product NC=1N(C(C(N1)(C1=CC=C(C=C1)OC(F)F)C1=CC(=CC=C1)OCCC=C)=O)C (2-amino-4-(3-(but-3-enyloxy)phenyl)-4-(4-(difluoromethoxy)phenyl)-1-methyl-1H-imidazol-5(4H)-one). Yield: 63.5%. RXN SMILES: [NH2:1][C:2]1[N:3]([CH3:25])[C:4](=[O:24])[C:5]([C:14]2[CH:19]=[CH:18][C:17]([O:20][CH:21]([F:23])[F:22])=[CH:16][CH:15]=2)([C:7]2[CH:12]=[CH:11][CH:10]=[C:9]([OH:13])[CH:8]=2)[N:6]=1.[CH2:26](O)[CH2:27][CH:28]=[CH2:29].C1C=CC(P(C2C=CC=CC=2)C2C=CC=CC=2)=CC=1.CCOC(/N=N/C(OCC)=O)=O>C1COCC1>[NH2:1][C:2]1[N:3]([CH3:25])[C:4](=[O:24])[C:5]([C:7]2[CH:12]=[CH:11][CH:10]=[C:9]([O:13][CH2:29][CH2:28][CH:27]=[CH2:26])[CH:8]=2)([C:14]2[CH:19]=[CH:18][C:17]([O:20][CH:21]([F:22])[F:23])=[CH:16][CH:15]=2)[N:6]=1. Procedure details: To a solution of 2-amino-4-(4-(difluoromethoxy)phenyl)-4-(3-hydroxyphenyl)-1-methyl-1H-imidazol-5(4H)-one (0.070 g, 0.20 mmol), but-3-en-1-ol (0.023 g, 0.32 mmol), and PS—PPh3 (0.145 g, 0.32 mmol, 2.2 mmol/g) in THF (2 mL) is added diethylazodicarboxylate (0.058 g, 0.38 mmol) in THF (0.5 mL) dropwise. The mixture is stirred at 60° C. for 4 h. The solution is cooled to RT and the PPh3 is filtered and washed with CH2Cl2 and MeOH. The solvent is removed, the remaining material is absorbed onto Celi... Reactants: CCOC(=O)C(CC#CCNC(=O)OC(C)(C)C)(NC(C)=O)C(=O)OCC, CCO, [K+], [OH-], O. Yields the product CCOC(=O)C(CC#CCNC(=O)OC(C)(C)C)(NC(C)=O)C(=O)O. Reaction SMILES: [CH2:1]([CH3:2])[O:3][C:4]([C:5]([CH2:6][C:7]#[C:8][CH2:9][NH:10][C:11](=[O:12])[O:13][C:14]([CH3:15])([CH3:16])[CH3:17])([C:18](=[O:19])[O:20][CH2:21][CH3:22])[NH:23][C:24]([CH3:25])=[O:26])=[O:27].[CH3:30][CH2:31][OH:32].[K+:29].[OH-:28].[OH2:33]>>[CH2:1]([CH3:2])[O:3][C:4]([C:5]([CH2:6][C:7]#[C:8][CH2:9][NH:10][C:11](=[O:12])[O:13][C:14]([CH3:15])([CH3:16])[CH3:17])([C:18](=[O:19])[OH:20])[NH:23][C:24]([CH3:25])=[O:26])=[O:27].